This data is from the Open Reaction Database (ORD), a public repository of structured organic reaction records. The task is: describe an organic reaction: reactants, conditions, products, and yield The reactants are C([O-])(O)=O.[Na+] (Sodium bicarbonate), C(C)(C)S(=O)(=O)CC1=NC(=NC(=C1)N1[C@H](COCC1)C)C1=CC=C(C=C1)N ((4-{4-[(Isopropylsulfonyl)methyl]-6-[(3S)-3-methylmorpholin-4-yl]pyrimidin-2-yl}phenyl)amine), ClC(=O)OC1=CC=CC=C1 (phenyl chloroformate). Run in O1CCOCC1 (dioxane). Reaction conditions: time 2 hour. Yields the product C(C)(C)S(=O)(=O)CC1=NC(=NC(=C1)N1[C@H](COCC1)C)C1=CC=C(C=C1)NC(OC1=CC=CC=C1)=O (Phenyl (4-{4-[(isopropylsulfonyl)methyl]-6-[(3S)-3-methylmorpholin-4-yl]pyrimidin-2-yl}phenyl)carbamate). Yield: 91.8%. As a reaction SMILES: [CH:1]([S:4]([CH2:7][C:8]1[CH:13]=[C:12]([N:14]2[CH2:19][CH2:18][O:17][CH2:16][C@@H:15]2[CH3:20])[N:11]=[C:10]([C:21]2[CH:26]=[CH:25][C:24]([NH2:27])=[CH:23][CH:22]=2)[N:9]=1)(=[O:6])=[O:5])([CH3:3])[CH3:2].C(=O)(O)[O-].[Na+].Cl[C:34]([O:36][C:37]1[CH:42]=[CH:41][CH:40]=[CH:39][CH:38]=1)=[O:35]>O1CCOCC1>[CH:1]([S:4]([CH2:7][C:8]1[CH:13]=[C:12]([N:14]2[CH2:19][CH2:18][O:17][CH2:16][C@@H:15]2[CH3:20])[N:11]=[C:10]([C:21]2[CH:22]=[CH:23][C:24]([NH:27][C:34](=[O:35])[O:36][C:37]3[CH:42]=[CH:41][CH:40]=[CH:39][CH:38]=3)=[CH:25][CH:26]=2)[N:9]=1)(=[O:5])=[O:6])([CH3:2])[CH3:3] |f:1.2|. Procedure: (4-{4-[(Isopropylsulfonyl)methyl]-6-[(3S)-3-methylmorpholin-4-yl]pyrimidin-2-yl}phenyl)amine (1.5 g, 3.84 mmol) was dissolved in dioxane (10 mL). Sodium bicarbonate (485 mg, 5.76 mmol) was added, followed by phenyl chloroformate (0.484 mL, 3.84 mmol) and the reaction stirred at room temperature for 2 hours. The solvent was removed in vacuo, and the resultant oil partitioned between 10 mL DCM and 10 mL water. The organic phase was dried over magnesium sulphate, filtered and concentrated in vacuo.... The reactants are [Si](C)(C)(C(C)(C)C)O[C@@H]1C=2C(=C(C(=NC2CC(C1)(C)C)C1CCCC1)C=O)I ((S)-5-(tert-butyldimethylsilyloxy)-2-cyclopentyl-4-iodo-7,7-dimethyl-5,6,7,8-tetrahydroquinoline-3-carbaldehyde), C(C)(C)C1=CC=C(C=C1)[Mg]Br (4-iso-propylphenylmagnesium bromide). The product is [Si](C)(C)(C(C)(C)C)O[C@@H]1C=2C(=C(C(=NC2CC(C1)(C)C)C1CCCC1)C(O)C1=CC=C(C=C1)C(C)C)I (((S)-5-(tert-butyldimethylsilyloxy)-2-cyclopentyl-4-iodo-7,7-dimethyl-5,6,7,8-tetrahydroquinolin-3-yl)(4-isopropylphenyl)methanol). Reaction SMILES: [Si:1]([O:8][C@H:9]1[CH2:18][C:17]([CH3:20])([CH3:19])[CH2:16][C:15]2[N:14]=[C:13]([CH:21]3[CH2:25][CH2:24][CH2:23][CH2:22]3)[C:12]([CH:26]=[O:27])=[C:11]([I:28])[C:10]1=2)([C:4]([CH3:7])([CH3:6])[CH3:5])([CH3:3])[CH3:2].[CH:29]([C:32]1[CH:37]=[CH:36][C:35]([Mg]Br)=[CH:34][CH:33]=1)([CH3:31])[CH3:30]>>[Si:1]([O:8][C@H:9]1[CH2:18][C:17]([CH3:20])([CH3:19])[CH2:16][C:15]2[N:14]=[C:13]([CH:21]3[CH2:22][CH2:23][CH2:24][CH2:25]3)[C:12]([CH:26]([C:35]3[CH:36]=[CH:37][C:32]([CH:29]([CH3:31])[CH3:30])=[CH:33][CH:34]=3)[OH:27])=[C:11]([I:28])[C:10]1=2)([C:4]([CH3:5])([CH3:6])[CH3:7])([CH3:3])[CH3:2]. Procedure: Obtained by starting from (S)-5-(tert-butyldimethylsilyloxy)-2-cyclopentyl-4-iodo-7,7-dimethyl-5,6,7,8-tetrahydroquinoline-3-carbaldehyde and 4-iso-propylphenylmagnesium bromide. The product is obtained as a diastereomic mixture, which is used directly in the next step. Starting materials: CCCCS(=O)(=O)Cl, CC(C)(C)Cn1c(CN2C(=O)CNCC2=O)cc2cnc(C#N)nc21, c1ccncc1. The product is CCCCS(=O)(=O)N1CC(=O)N(Cc2cc3cnc(C#N)nc3n2CC(C)(C)C)C(=O)C1. RXN SMILES: [CH2:26]([CH2:27][CH2:28][CH3:29])[S:30](=[O:31])(=[O:32])[Cl:33].[CH3:1][C:2]([CH2:3][n:4]1[c:5]([CH2:15][N:16]2[C:17](=[O:23])[CH2:18][NH:19][CH2:20][C:21]2=[O:22])[cH:6][c:7]2[c:8]1[n:9][c:10]([C:13]#[N:14])[n:11][cH:12]2)([CH3:24])[CH3:25].[cH:34]1[cH:35][cH:36][n:37][cH:38][cH:39]1>>[CH3:1][C:2]([CH2:3][n:4]1[c:5]([CH2:15][N:16]2[C:17](=[O:23])[CH2:18][N:19]([S:30]([CH2:26][CH2:27][CH2:28][CH3:29])(=[O:31])=[O:32])[CH2:20][C:21]2=[O:22])[cH:6][c:7]2[c:8]1[n:9][c:10]([C:13]#[N:14])[n:11][cH:12]2)([CH3:24])[CH3:25]. The reactants are BrC=1C=NN2C1C=CC=C2 (3-bromo-pyrazolo[1,5-a]pyridine), C(C)(=O)NC=1C=C(C=CC1)B(O)O ((3-acetylaminophenyl)boronic acid), C(=O)([O-])[O-].[K+].[K+] (K2CO3), O (H2O). Reagents/catalysts: CC(C)([P](C(C)(C)C)([Pd][P](C(C)(C)C)(C(C)(C)C)C(C)(C)C)C(C)(C)C)C (bis(tri-t-butylphosphine)palladium). The solvent is C1(=CC=CC=C1)C (PhMe), CO (MeOH), CCO (EtOH). Conditions: temperature 155 celsius. Product: N1=CC(=C2N1C=CC=C2)C=2C=C(C=CC2)NC(C)=O (N-(3-Pyrazolo[1,5-a]pyridin-3-yl-phenyl)-acetamide). Isolated yield 19.9%. RXN SMILES: Br[C:2]1[CH:3]=[N:4][N:5]2[CH:10]=[CH:9][CH:8]=[CH:7][C:6]=12.[C:11]([NH:14][C:15]1[CH:16]=[C:17](B(O)O)[CH:18]=[CH:19][CH:20]=1)(=[O:13])[CH3:12].C([O-])([O-])=O.[K+].[K+].O>C1(C)C=CC=CC=1.CO.CCO.CC(C)([P](C(C)(C)C)([Pd][P](C(C)(C)C)(C(C)(C)C)C(C)(C)C)C(C)(C)C)C>[N:4]1[N:5]2[CH:10]=[CH:9][CH:8]=[CH:7][C:6]2=[C:2]([C:19]2[CH:20]=[C:15]([NH:14][C:11](=[O:13])[CH3:12])[CH:16]=[CH:17][CH:18]=2)[CH:3]=1 |f:2.3.4,^1:45,51|. Procedure details: A mixture of 3-bromo-pyrazolo[1,5-a]pyridine (197 mg, 1 mmol), (3-acetylaminophenyl)boronic acid (179 mg), K2CO3 (6 eq) and bis(tri-t-butylphosphine)palladium (0) (5 mg) in PhMe (1 ml), MeOH (1 ml), EtOH (1 ml), and H2O (1.8 ml) was stirred and heated at 155° C. in the microwave for 30 minutes. The mixture was partitioned between EtOAc/H2O. The layers were separated and the organic layer was dried, filtered and evaporated. The residue was crystallised from MeOH to give the title compound (50 mg)... Reactants: C(C1=CC=CC=C1)OC(=O)N(NC(=O)OCC1=CC=CC=C1)C1(C(NC(C1)=O)=O)C(=O)OCC (ethyl 3-[N,N′-bis(benzyloxycarbonyl)hydrazino]-2,5-dioxopyrrolidine-3-carboxylate), [H][H] (hydrogen). Reagents/catalysts: [Pt]=O (platinum oxide). Run in C(C)(=O)O (acetic acid). Conditions: temperature 50 celsius, time 6 hour. The product is NC1(C(NC(C1)=O)=O)C(=O)OCC (ethyl 3-amino-2,5-dioxopyrrolidine-3-carboxylate). Isolated yield 64.1%. Reaction SMILES: C(OC([N:11]([C:23]1([C:30]([O:32][CH2:33][CH3:34])=[O:31])[CH2:27][C:26](=[O:28])[NH:25][C:24]1=[O:29])NC(OCC1C=CC=CC=1)=O)=O)C1C=CC=CC=1.[H][H]>C(O)(=O)C.[Pt]=O>[NH2:11][C:23]1([C:30]([O:32][CH2:33][CH3:34])=[O:31])[CH2:27][C:26](=[O:28])[NH:25][C:24]1=[O:29]. Procedure details: To a solution of the compound of Example 1 (496 mg) in acetic acid (15 ml) was added platinum oxide (102 mg). This mixture was stirred vigorously at 50° C. under hydrogen (atmospheric pressure) for 6 hours. During this reaction, to remove carbon dioxide generated with the progress of the reaction, the gas in the reactor was replaced with hydrogen gas several times. The reaction mixture was filtered through a Celite pad and then the Celite was washed with a small amount of acetic acid. The filtra... The reactants are Cl.O1CCN(CC1)N=CC1=CC=C(C(=O)NC2=CC=C3CCC(CC3=C2)CC(=O)OCC)C=C1 (ethyl 7-[[4-(morpholinoiminomethyl)benzoyl]amino]-1,2,3,4-tetrahydronaphthalene-2-acetate hydrochloride), [OH-].[Na+] (sodium hydroxide). The solvent is C(C)O (ethanol). Reaction conditions: time 8 hour. Yields the product Cl.O1CCN(CC1)N=CC1=CC=C(C(=O)NC2=CC=C3CCC(CC3=C2)CC(=O)O)C=C1 (7-[[4-(morpholinoiminomethyl)benzoyl]amino]-1,2,3,4-tetrahydronaphthalene-2-acetic acid hydrochloride). Yield: 63.7%. As a reaction SMILES: [ClH:1].[O:2]1[CH2:7][CH2:6][N:5]([N:8]=[CH:9][C:10]2[CH:34]=[CH:33][C:13]([C:14]([NH:16][C:17]3[CH:26]=[C:25]4[C:20]([CH2:21][CH2:22][CH:23]([CH2:27][C:28]([O:30]CC)=[O:29])[CH2:24]4)=[CH:19][CH:18]=3)=[O:15])=[CH:12][CH:11]=2)[CH2:4][CH2:3]1.[OH-].[Na+]>C(O)C>[ClH:1].[O:2]1[CH2:7][CH2:6][N:5]([N:8]=[CH:9][C:10]2[CH:11]=[CH:12][C:13]([C:14]([NH:16][C:17]3[CH:26]=[C:25]4[C:20]([CH2:21][CH2:22][CH:23]([CH2:27][C:28]([OH:30])=[O:29])[CH2:24]4)=[CH:19][CH:18]=3)=[O:15])=[CH:33][CH:34]=2)[CH2:4][CH2:3]1 |f:0.1,2.3,5.6|. Procedure: The compound (0.15 g) obtained in Example 1 was suspended in ethanol (10 ml), a 1N aqueous sodium hydroxide solution (1.5 ml) was added, and the mixture was stirred overnight. The solvent was distilled off under reduced pressure, a 3N aqueous hydrochloric acid solution was added, and the formed precipitate was filtered, washed with water, and dried under reduced pressure to obtain the entitled compound (0.09 g).